This data is from the Open Reaction Database (ORD), a public repository of structured organic reaction records. The task is: describe an organic reaction: reactants, conditions, products, and yield The reactants are ClC1=NC=NC2=CC(=C(C=C12)OC)OCCCS(=O)(=O)C (4-chloro-6-methoxy-7-(3-methylsulphonylpropoxy)quinazoline), COC1=CC=C(C=C1)C1=NNC(C1)=O (3-(4-methoxyphenyl)-4,5-dihydro-1H-pyrazol-5-one). Yields the product COC1=CC=C(C=C1)C1=CC(=NN1)OC1=NC=NC2=CC(=C(C=C12)OC)OCCCS(=O)(=O)C (4-(5-(4-methoxyphenyl)pyrazol-3-yloxy)-6-methoxy-7-(3-methylsulphonylpropoxy)quinazoline). The yield is 0.1%. Reaction SMILES: Cl[C:2]1[C:11]2[C:6](=[CH:7][C:8]([O:14][CH2:15][CH2:16][CH2:17][S:18]([CH3:21])(=[O:20])=[O:19])=[C:9]([O:12][CH3:13])[CH:10]=2)[N:5]=[CH:4][N:3]=1.[CH3:22][O:23][C:24]1[CH:29]=[CH:28][C:27]([C:30]2[CH2:34][C:33](=[O:35])[NH:32][N:31]=2)=[CH:26][CH:25]=1>>[CH3:22][O:23][C:24]1[CH:25]=[CH:26][C:27]([C:30]2[NH:31][N:32]=[C:33]([O:35][C:2]3[C:11]4[C:6](=[CH:7][C:8]([O:14][CH2:15][CH2:16][CH2:17][S:18]([CH3:21])(=[O:20])=[O:19])=[C:9]([O:12][CH3:13])[CH:10]=4)[N:5]=[CH:4][N:3]=3)[CH:34]=2)=[CH:28][CH:29]=1. Reported procedure: Using a procedure analogous to that described in Example 34, 4-chloro-6-methoxy-7-(3-methylsulphonylpropoxy)quinazoline (150 mg, 0.45 mol) was reacted with 3-(4-methoxyphenyl)-4,5-dihydro-1H-pyrazol-5-one (105 mg, 0.54 mol), (prepared as described for the starting material in Example 10), to give 4-(5-(4-methoxyphenyl)pyrazol-3-yloxy)-6-methoxy-7-(3-methylsulphonylpropoxy)quinazoline (220 mg, 91%). Reactants: ClC(C(=O)C1=CC=CC=C1)OCC1=CC=CC=C1 (α-chloro-2-benzyloxyacetophenone), COC=1C=C(CCN)C=CC1OC (3,4-dimethoxyphenethylamine). The solvent is C(Cl)Cl (methylene chloride). The product is Cl.COC=1C=C(CCNC(C(=O)C2=CC=CC=C2)OCC2=CC=CC=C2)C=CC1OC (α-(3,4-dimethoxyphenethylamino)-2-benzyloxyacetophenone hydrochloride). Yield: 47.2%. RXN SMILES: [Cl:1][CH:2]([O:11][CH2:12][C:13]1[CH:18]=[CH:17][CH:16]=[CH:15][CH:14]=1)[C:3]([C:5]1[CH:10]=[CH:9][CH:8]=[CH:7][CH:6]=1)=[O:4].[CH3:19][O:20][C:21]1[CH:22]=[C:23]([CH:27]=[CH:28][C:29]=1[O:30][CH3:31])[CH2:24][CH2:25][NH2:26]>C(Cl)Cl>[ClH:1].[CH3:19][O:20][C:21]1[CH:22]=[C:23]([CH:27]=[CH:28][C:29]=1[O:30][CH3:31])[CH2:24][CH2:25][NH:26][CH:2]([O:11][CH2:12][C:13]1[CH:18]=[CH:17][CH:16]=[CH:15][CH:14]=1)[C:3]([C:5]1[CH:10]=[CH:9][CH:8]=[CH:7][CH:6]=1)=[O:4] |f:3.4|. Procedure: A solution of 5 g of α-chloro-2-benzyloxyacetophenone in 15 ml of methylene chloride is added dropwise to 10.5 g of 3,4-dimethoxyphenethylamine. The mixture is refluxed for one hour. Then, the mixture is treated in the same manner as described in Example 1-(a). 4 g of α-(3,4-dimethoxyphenethylamino)-2-benzyloxyacetophenone hydrochloride are obtained. M.p. 177° -180° C. (recrystallized from ethanol). Reactants: COC1=CC=C(CSC2=C(C(=O)OC)C=C(C=C2)C(F)(F)F)C=C1 (methyl 2-(p-methoxybenzylthio)-5-trifluoromethylbenzoate), C1(=CC=CC=C1)OC (anisole). Solvent: FC(C(=O)O)(F)F (trifluoroacetic acid). Product: SC1=C(C(=O)OC)C=C(C=C1)C(F)(F)F (Methyl 2-mercapto-5-trifluoromethylbenzoate). RXN SMILES: COC1C=CC(C[S:8][C:9]2[CH:18]=[CH:17][C:16]([C:19]([F:22])([F:21])[F:20])=[CH:15][C:10]=2[C:11]([O:13][CH3:14])=[O:12])=CC=1.C1(OC)C=CC=CC=1>FC(F)(F)C(O)=O>[SH:8][C:9]1[CH:18]=[CH:17][C:16]([C:19]([F:20])([F:21])[F:22])=[CH:15][C:10]=1[C:11]([O:13][CH3:14])=[O:12]. Procedure: A solution of methyl 2-(p-methoxybenzylthio)-5-trifluoromethylbenzoate (1.0 g, 2.8 mmol) and anisole (335 μl) in trifluoroacetic acid (10 ml) was stirred at reflux temperature for 20 minutes under a nitrogen atmosphere. The mixture was evaporated under diminished pressure and co-evaporated several times with toluene. The mercaptan was used without further purification in the subsequent step below. NMR (CDCl3, 60 MHz): δ3.88 (s, CO2CH3) p.p.m. Reactants: O (Water), C(C1=CC=CC=C1)=O (benzaldehyde), CC(C(CC1=CC=CC=C1)=O)C (3-methyl-1-phenyl-2-butanone), N1CCCCC1 (piperidine). Run in C1=CC=CC=C1 (benzene). The product is C1(=CC=CC=C1)C=C(C(C(C)C)=O)C1=CC=CC=C1 (1,2-diphenyl-4-methyl-1-penten-3-one). RXN SMILES: [CH:1](=O)[C:2]1[CH:7]=[CH:6][CH:5]=[CH:4][CH:3]=1.[CH3:9][CH:10]([CH3:20])[C:11](=[O:19])[CH2:12][C:13]1[CH:18]=[CH:17][CH:16]=[CH:15][CH:14]=1.N1CCCCC1.O>C1C=CC=CC=1>[C:2]1([CH:1]=[C:12]([C:13]2[CH:18]=[CH:17][CH:16]=[CH:15][CH:14]=2)[C:11](=[O:19])[CH:10]([CH3:20])[CH3:9])[CH:7]=[CH:6][CH:5]=[CH:4][CH:3]=1. Reported procedure: A solution of benzaldehyde (6.5g, 0.0617 mole), 3-methyl-1-phenyl-2-butanone (10 g, 0.0617 mole) and piperidine (0.2 g) in benzene (50 ml) was heated to reflux for 20 hours. Water formed during the reaction was removed (azeotrope) by the use of a Dean-Stark trap. The reaction was concentrated to an oil, and the product was purified by silica gel chromatography. The reactants are S1C(=CC=C1)P(OCC)(=O)OCC (diethyl 2-thiophenephosphonate), [Li+].CC(C)[N-]C(C)C (LDA), C(=O)OC (methyl formate). The solvent is O1CCCC1 (tetrahydrofuran). Conditions: time 1 hour. Product: C(C)OP(=O)(OCC)C1=CC=C(S1)C=O (5-diethylphosphono-2-thiophenecarboxaldehyde). Reaction SMILES: [S:1]1[CH:5]=[CH:4][CH:3]=[C:2]1[P:6]([O:11][CH2:12][CH3:13])(=[O:10])[O:7][CH2:8][CH3:9].[Li+].CC([N-]C(C)C)C.[CH:22](OC)=[O:23]>O1CCCC1>[CH2:12]([O:11][P:6]([C:2]1[S:1][C:5]([CH:22]=[O:23])=[CH:4][CH:3]=1)([O:7][CH2:8][CH3:9])=[O:10])[CH3:13] |f:1.2|. Reported procedure: A solution 1.0 mmol of diethyl 2-thiophenephosphonate in tetrahydrofuran was treated with 1.12 mmol LDA at -78° C. for 20 min. 1.5 mmol methyl formate was added and the reaction was stirred for 1 hr. Extraction and chromotagraphy gave 5-diethylphosphono-2-thiophenecarboxaldehyde as a clear yellow oil. Starting materials: C(C)(C)(C)OC(COC1=CC(=CC=C1)CNCC1=CC=C(C=C1)C1=NC=CC=N1)=O ({3-[(4-pyrimidin-2-yl-benzylamino)-methyl]-phenoxy}-acetic acid tert-butyl ester), C1(=CC=CC=C1)S(=O)(=O)Cl (benzenesulfonyl chloride). Yields the product C(C)(C)(C)OC(COC1=CC(=CC=C1)CN(CC1=CC=C(C=C1)C1=NC=CC=N1)S(=O)(=O)C1=CC=CC=C1)=O ((3-{[Benzenesulfonyl-(4-pyrimidin-2-yl-benzyl)-amino]-methyl}-phenoxy)-acetic acid tert-butyl ester). RXN SMILES: [C:1]([O:5][C:6](=[O:30])[CH2:7][O:8][C:9]1[CH:14]=[CH:13][CH:12]=[C:11]([CH2:15][NH:16][CH2:17][C:18]2[CH:23]=[CH:22][C:21]([C:24]3[N:29]=[CH:28][CH:27]=[CH:26][N:25]=3)=[CH:20][CH:19]=2)[CH:10]=1)([CH3:4])([CH3:3])[CH3:2].[C:31]1([S:37](Cl)(=[O:39])=[O:38])[CH:36]=[CH:35][CH:34]=[CH:33][CH:32]=1>>[C:1]([O:5][C:6](=[O:30])[CH2:7][O:8][C:9]1[CH:14]=[CH:13][CH:12]=[C:11]([CH2:15][N:16]([S:37]([C:31]2[CH:36]=[CH:35][CH:34]=[CH:33][CH:32]=2)(=[O:39])=[O:38])[CH2:17][C:18]2[CH:19]=[CH:20][C:21]([C:24]3[N:29]=[CH:28][CH:27]=[CH:26][N:25]=3)=[CH:22][CH:23]=2)[CH:10]=1)([CH3:4])([CH3:2])[CH3:3]. Procedure: The title compound of Step B was prepared from {3-[(4-pyrimidin-2-yl-benzylamino)-methyl]-phenoxy}-acetic acid tert-butyl ester, of Step A, and benzenesulfonyl chloride following the method described in Example 3, Step B. 1H NMR (400 MHz, CDCl3) δ 8.78 (dd, 2H), 8.27 (d, 2H), 7.87 (m, 2H), 7.59-7.50 (m, 3H), 7.18 (m, 1H), 7.11 (m, 3H), 6.75 (d, 1H), 6.64 (d, 1H), 6.59 (s, 1H), 4.39 (s, 2H), 4.35 (s, 2H), 4.31 (s, 2H), 1.48 (s, 9H); MS 546 (M+1). Reactants: CC1(OC[C@H](O1)CN1N=C(C=C1)NC([C@H](CC(C)C)N1C(C=C(C1)OC1=C2C=NN(C2=CC=C1)C)=O)=O)C ((S)-4-methyl-2-[4-(1-methyl-1H-indazol-4-yloxy)-2-oxo-2,5-dihydro-pyrrol-1-yl]-pentanoic acid [1-((R)-2,2-dimethyl-[1,3]dioxolan-4-ylmethyl)-1H-pyrazol-3-yl]-amide), Cl (hydrochloric acid), [OH-].[Na+] (sodium hydroxide), C(C)(=O)OCC (ethyl acetate). Run in O1CCCC1 (tetrahydrofuran), O (water). Reaction conditions: time 8 hour. Yields the product O[C@H](CN1N=C(C=C1)NC([C@H](CC(C)C)N1C(C=C(C1)OC1=C2C=NN(C2=CC=C1)C)=O)=O)CO ((S)-4-methyl-2-[4-(1-methyl-1H-indazol-4-yloxy)-2-oxo-2,5-dihydro-pyrrol-1-yl]-pentanoic acid [1-((R)-2,3-dihydroxy-propyl)-1H-pyrazol-3-yl]-amide). Yield: 53.9%. Reaction SMILES: CC1(C)[O:6][C@H:5]([CH2:7][N:8]2[CH:12]=[CH:11][C:10]([NH:13][C:14](=[O:37])[C@@H:15]([N:20]3[CH2:24][C:23]([O:25][C:26]4[CH:34]=[CH:33][CH:32]=[C:31]5[C:27]=4[CH:28]=[N:29][N:30]5[CH3:35])=[CH:22][C:21]3=[O:36])[CH2:16][CH:17]([CH3:19])[CH3:18])=[N:9]2)[CH2:4][O:3]1.Cl.C(OCC)(=O)C.[OH-].[Na+]>O1CCCC1.O>[OH:6][C@@H:5]([CH2:4][OH:3])[CH2:7][N:8]1[CH:12]=[CH:11][C:10]([NH:13][C:14](=[O:37])[C@@H:15]([N:20]2[CH2:24][C:23]([O:25][C:26]3[CH:34]=[CH:33][CH:32]=[C:31]4[C:27]=3[CH:28]=[N:29][N:30]4[CH3:35])=[CH:22][C:21]2=[O:36])[CH2:16][CH:17]([CH3:19])[CH3:18])=[N:9]1 |f:3.4|. Reported procedure: A solution of (S)-4-methyl-2-[4-(1-methyl-1H-indazol-4-yloxy)-2-oxo-2,5-dihydro-pyrrol-1-yl]-pentanoic acid [1-((R)-2,2-dimethyl-[1,3]dioxolan-4-ylmethyl)-1H-pyrazol-3-yl]-amide (0.025 g, 0.05 mmol) in tetrahydrofuran (5 mL) was treated with 1M aqueous hydrochloric acid (1 mL) and the resulting mixture was stirred at room temperature overnight. The mixture was partioned between ethyl acetate and water. The aqueous phase was made basic with 1N aqueous sodium hydroxide and extracted with ethyl ace... The reactants are FC=1C=CC(=NC1)C1=NOC=C1/C=C/C=1SC(=C(N1)C)C(=O)O (2-{(E)-2-[3-(5-fluoro-pyridin-2-yl)-isoxazol-4-yl]-vinyl}-4-methyl-thiazole-5-carboxylic acid), C1(CC1)N (cyclopropylamine). Procedure: As described for example 90 g, 2-{(E)-2-[3-(5-fluoro-pyridin-2-yl)-isoxazol-4-yl]-vinyl}-4-methyl-thiazole-5-carboxylic acid (99 mg, 0.3 mmol) was converted, using cyclopropylamine instead of 4-aminotetrahydropyran, to the title compound (53 mg, 48%) which was obtained as a yellow solid. MS: m/e=371.1 [M+H]+. Yields the product C1(CC1)NC(=O)C1=C(N=C(S1)\C=C\C=1C(=NOC1)C1=NC=C(C=C1)F)C (2-{(E)-2-[3-(5-Fluoro-pyridin-2-yl)-isoxazol-4-yl]vinyl}-4-methyl-thiazole-5-carboxylic acid cyclopropylamide). The yield is 48.0%. RXN SMILES: [F:1][C:2]1[CH:3]=[CH:4][C:5]([C:8]2[C:12](/[CH:13]=[CH:14]/[C:15]3[S:16][C:17]([C:21]([OH:23])=O)=[C:18]([CH3:20])[N:19]=3)=[CH:11][O:10][N:9]=2)=[N:6][CH:7]=1.[CH:24]1([NH2:27])[CH2:26][CH2:25]1>>[CH:24]1([NH:27][C:21]([C:17]2[S:16][C:15](/[CH:14]=[CH:13]/[C:12]3[C:8]([C:5]4[CH:4]=[CH:3][C:2]([F:1])=[CH:7][N:6]=4)=[N:9][O:10][CH:11]=3)=[N:19][C:18]=2[CH3:20])=[O:23])[CH2:26][CH2:25]1.